This data is from the Open Reaction Database (ORD), a public repository of structured organic reaction records. The task is: describe an organic reaction: reactants, conditions, products, and yield Reactants: O=C(O)c1ccc(C(=O)CBr)cc1, CCOC(C)=O, O=C(OC1CN2CCC1CC2)C(Nc1ccccc1)c1ccccc1. Yields the product [Br-], O=C(O)c1ccc(C(=O)C[N+]23CCC(CC2)C(OC(=O)C(Nc2ccccc2)c2ccccc2)C3)cc1. As a reaction SMILES: [Br:26][CH2:27][C:28](=[O:29])[c:30]1[cH:31][cH:32][c:33]([C:34](=[O:35])[OH:36])[cH:37][cH:38]1.[CH3:39][CH2:40][O:41][C:42]([CH3:43])=[O:44].[c:1]1([CH:7]([C:8](=[O:9])[O:10][CH:11]2[CH2:12][N:13]3[CH2:14][CH2:15][CH:16]2[CH2:17][CH2:18]3)[NH:19][c:20]2[cH:21][cH:22][cH:23][cH:24][cH:25]2)[cH:2][cH:3][cH:4][cH:5][cH:6]1>>[Br-:26].[c:1]1([CH:7]([C:8](=[O:9])[O:10][CH:11]2[CH2:12][N+:13]3([CH2:27][C:28](=[O:29])[c:30]4[cH:31][cH:32][c:33]([C:34](=[O:35])[OH:36])[cH:37][cH:38]4)[CH2:14][CH2:15][CH:16]2[CH2:17][CH2:18]3)[NH:19][c:20]2[cH:21][cH:22][cH:23][cH:24][cH:25]2)[cH:2][cH:3][cH:4][cH:5][cH:6]1. Reactants: [BH4-], ClCCl, CO, O=C(O)c1ccnc2sc(-c3ccc(C(F)(F)F)cc3)nc12, [Na+], O, c1ccncc1. The product is OCc1ccnc2sc(-c3ccc(C(F)(F)F)cc3)nc12. RXN SMILES: [BH4-:23].[CH2:27]([Cl:28])[Cl:29].[CH3:25][OH:26].[F:1][C:2]([c:3]1[cH:4][cH:5][c:6](-[c:9]2[s:10][c:11]3[n:12][cH:13][cH:14][c:15]([C:18](=[O:19])[OH:20])[c:16]3[n:17]2)[cH:7][cH:8]1)([F:21])[F:22].[Na+:24].[OH2:36].[cH:30]1[cH:31][cH:32][n:33][cH:34][cH:35]1>>[F:1][C:2]([c:3]1[cH:4][cH:5][c:6](-[c:9]2[s:10][c:11]3[n:12][cH:13][cH:14][c:15]([CH2:18][OH:19])[c:16]3[n:17]2)[cH:7][cH:8]1)([F:21])[F:22]. Starting materials: O=c1[nH]ccn1-c1ccc(OCC(F)(F)F)cc1, CC(O)C1(c2ccc(F)cc2F)CO1. The product is CC(n1ccn(-c2ccc(OCC(F)(F)F)cc2)c1=O)C1(c2ccc(F)cc2F)CO1. RXN SMILES: [F:15][C:16]([CH2:17][O:18][c:19]1[cH:20][cH:21][c:22](-[n:25]2[c:26](=[O:30])[nH:27][cH:28][cH:29]2)[cH:23][cH:24]1)([F:31])[F:32].[F:1][c:2]1[c:3]([C:9]2([CH:12]([CH3:13])[OH:14])[O:10][CH2:11]2)[cH:4][cH:5][c:6]([F:8])[cH:7]1>>[F:1][c:2]1[c:3]([C:9]2([CH:12]([CH3:13])[n:27]3[c:26](=[O:30])[n:25](-[c:22]4[cH:21][cH:20][c:19]([O:18][CH2:17][C:16]([F:15])([F:31])[F:32])[cH:24][cH:23]4)[cH:29][cH:28]3)[O:10][CH2:11]2)[cH:4][cH:5][c:6]([F:8])[cH:7]1. The reactants are CC(C)(C)[Si](C)(C)OCCc1ccc(CCO)cc1, O=C([O-])O, CCOC(C)=O, ClCCl, [Na+], [Na+], [Na+], O=S([O-])([O-])=S. The product is CC(C)(C)[Si](C)(C)OCCc1ccc(CC=O)cc1. As a reaction SMILES: [C:1]([CH3:2])([CH3:3])([CH3:4])[Si:5]([O:6][CH2:7][CH2:8][c:9]1[cH:10][cH:11][c:12]([CH2:15][CH2:16][OH:17])[cH:13][cH:14]1)([CH3:18])[CH3:19].[C:27](=[O:28])([OH:29])[O-:30].[CH3:32][CH2:33][O:34][C:35](=[O:36])[CH3:37].[Cl:38][CH2:39][Cl:40].[Na+:25].[Na+:26].[Na+:31].[S:20]([O-:21])([O-:22])(=[O:23])=[S:24]>>[C:1]([CH3:2])([CH3:3])([CH3:4])[Si:5]([O:6][CH2:7][CH2:8][c:9]1[cH:10][cH:11][c:12]([CH2:15][CH:16]=[O:17])[cH:13][cH:14]1)([CH3:18])[CH3:19]. Starting materials: Br, CC#N, OCc1ccccc1O, c1ccc(P(c2ccccc2)c2ccccc2)cc1. Yields the product [Br-], Oc1ccccc1C[P+](c1ccccc1)(c1ccccc1)c1ccccc1. RXN SMILES: [BrH:10].[CH3:30][C:31]#[N:32].[OH:1][c:2]1[c:3]([CH2:4][OH:5])[cH:6][cH:7][cH:8][cH:9]1.[c:11]1([P:17]([c:18]2[cH:19][cH:20][cH:21][cH:22][cH:23]2)[c:24]2[cH:25][cH:26][cH:27][cH:28][cH:29]2)[cH:12][cH:13][cH:14][cH:15][cH:16]1>>[Br-:10].[OH:1][c:2]1[c:3]([CH2:4][P+:17]([c:11]2[cH:12][cH:13][cH:14][cH:15][cH:16]2)([c:18]2[cH:19][cH:20][cH:21][cH:22][cH:23]2)[c:24]2[cH:25][cH:26][cH:27][cH:28][cH:29]2)[cH:6][cH:7][cH:8][cH:9]1. Starting materials: C(CCC)OC1=C(C=2CC3=C(C(=CC=C3C2C=C1)C(CC)O)F)F (2-butoxy-1,8-difluoro-7-(1-hydroxypropyl) fluorene), O (water), C1(=CC=C(C=C1)S(=O)(=O)O)C (4-toluenesulfonic acid). Reagents/catalysts: S(O)(O)(=O)=O (sulfuric acid). The solvent is C1(=CC=CC=C1)C (toluene). Run at time 3 hour. Yields the product C(CCC)OC1=C(C=2CC3=C(C(=CC=C3C2C=C1)CCC)F)F (2-Butoxy-1,8-difluoro-7-n-propylfluorene). RXN SMILES: C1(C)C=CC(S(O)(=O)=O)=CC=1.[CH2:12]([O:16][C:17]1[CH:29]=[CH:28][C:27]2[C:26]3[C:21](=[C:22]([F:34])[C:23]([CH:30](O)[CH2:31][CH3:32])=[CH:24][CH:25]=3)[CH2:20][C:19]=2[C:18]=1[F:35])[CH2:13][CH2:14][CH3:15].O>S(=O)(=O)(O)O.C1(C)C=CC=CC=1>[CH2:12]([O:16][C:17]1[CH:29]=[CH:28][C:27]2[C:26]3[C:21](=[C:22]([F:34])[C:23]([CH2:30][CH2:31][CH3:32])=[CH:24][CH:25]=3)[CH2:20][C:19]=2[C:18]=1[F:35])[CH2:13][CH2:14][CH3:15]. Procedure details: After the addition of approx. 0.5 g of 4-toluenesulfonic acid and a few drops of concentrated sulfuric acid, a solution of 14 mmol of 2-butoxy-1,8-difluoro-7-(1-hydroxypropyl) fluorene in 50 ml of toluene is heated on a water separator for 3 h. After cooling, the mixture is extracted using 5 percent sodium hydrogencarbonate solution and saturated sodium chloride solution and dried over sodium sulfate. Then 0.5 g of palladium catalyst (10 percent on activated carbon) are subsequently added and th... Reactants: [N+](=O)([O-])C1=CC2=C(NCCO2)C=C1 (3,4-dihydro-7-nitro-2H-1,4-benzoxazine), C=O (paraformaldehyde), [BH3-]C#N.[Na+] (NaBH3CN). Product: CN1CCOC2=C1C=CC(=C2)[N+](=O)[O-] (3,4-dihydro-4-methyl-7-nitro-2H-1,4-benzoxazine). Yield: 97.7%. RXN SMILES: [N+:1]([C:4]1[CH:13]=[CH:12][C:7]2[NH:8][CH2:9][CH2:10][O:11][C:6]=2[CH:5]=1)([O-:3])=[O:2].C=O.[BH3-][C:17]#N.[Na+]>>[CH3:17][N:8]1[C:7]2[CH:12]=[CH:13][C:4]([N+:1]([O-:3])=[O:2])=[CH:5][C:6]=2[O:11][CH2:10][CH2:9]1 |f:2.3|. Procedure: This compound was prepared by General Method 3 from 3,4-dihydro-7-nitro-2H-1,4-benzoxazine (1.15 g, 6.38 mmol), paraformaldehyde (1.92 g, 64.1 mmol) and NaBH3CN (1.95 g, 30.9 mmol) to afford 1.21 g (98%) of 3,4-dihydro-4-methyl-7-nitro-2H-1,4-benzoxazine, a yellow solid. Data for 3,4-dihydro-4-methyl-7-nitro-2H-1,4-benzoxazine: Rf 0.83 (11.5:1 CH2Cl2:MeOH); 1H NMR (400 MHz, CDCl3) δ 7.82 (dd, 1H, J=9.0, 2.6), 7.65 (d, 1H, J=3.4), 6.56 (d, 1H, J=8.9), 4.27 (t, 2H, J=4.6), 3.46 (t, 2H, J=4.5), 3.0...